Dataset: the Open Reaction Database (ORD), a public repository of structured organic reaction records. Task: describe an organic reaction: reactants, conditions, products, and yield The reactants are NC1(C(NC2=CC=C(C=C12)Cl)=O)C1=C(C=CC=C1)OC (3-amino-5-chloro-1,3-dihydro-3-(2-methoxyphenyl)indol-2-one), C(C)N(C(NC1=CC=C(C=C1)S(=O)(=O)Cl)=O)CC (4-(N',N'-diethylureido)benzenesulfonyl chloride). Yields the product NC1(C(N(C2=CC=C(C=C12)Cl)S(=O)(=O)C1=CC=C(C=C1)NC(=O)N(CC)CC)=O)C1=C(C=CC=C1)OC (3-Amino-5-chloro-1-[4-(N',N'-diethylureido)benzenesulfonyl]-1,3-dihydro-3-(2-methoxyphenyl)indol-2-one). Reaction SMILES: [NH2:1][C:2]1([C:13]2[CH:18]=[CH:17][CH:16]=[CH:15][C:14]=2[O:19][CH3:20])[C:10]2[C:5](=[CH:6][CH:7]=[C:8]([Cl:11])[CH:9]=2)[NH:4][C:3]1=[O:12].[CH2:21]([N:23]([CH2:37][CH3:38])[C:24](=[O:36])[NH:25][C:26]1[CH:31]=[CH:30][C:29]([S:32](Cl)(=[O:34])=[O:33])=[CH:28][CH:27]=1)[CH3:22]>>[NH2:1][C:2]1([C:13]2[CH:18]=[CH:17][CH:16]=[CH:15][C:14]=2[O:19][CH3:20])[C:10]2[C:5](=[CH:6][CH:7]=[C:8]([Cl:11])[CH:9]=2)[N:4]([S:32]([C:29]2[CH:28]=[CH:27][C:26]([NH:25][C:24]([N:23]([CH2:37][CH3:38])[CH2:21][CH3:22])=[O:36])=[CH:31][CH:30]=2)(=[O:34])=[O:33])[C:3]1=[O:12]. Procedure details: This compound is prepared according to the procedure described in EXAMPLE 1 from 0.266 g of 3-amino-5-chloro-1,3-dihydro-3-(2-methoxyphenyl)indol-2-one and 0.280 g of 4-(N',N'-diethylureido)benzenesulfonyl chloride. The expected product is obtained after crystallization from a DCM/iso ether mixture. m=0.160 g. M.p.=214°-217° C.